From a dataset of the Open Reaction Database (ORD), a public repository of structured organic reaction records. describe an organic reaction: reactants, conditions, products, and yield Reactants: CO, CC(C)(C)OC(=O)N1CCOc2c(cccc2-c2ccoc2C=O)C1, [K+], NN, [OH-], O, O, OCCO. Product: Cc1occc1-c1cccc2c1OCCN(C(=O)OC(C)(C)C)C2. As a reaction SMILES: [CH3:36][OH:37].[CH:1](=[O:2])[c:3]1[o:4][cH:5][cH:6][c:7]1-[c:8]1[cH:9][cH:10][cH:11][c:12]2[c:18]1[O:17][CH2:16][CH2:15][N:14]([C:19](=[O:20])[O:21][C:22]([CH3:23])([CH3:24])[CH3:25])[CH2:13]2.[K+:34].[NH2:27][NH2:28].[OH-:33].[OH2:26].[OH2:35].[OH:29][CH2:30][CH2:31][OH:32]>>[CH3:1][c:3]1[o:4][cH:5][cH:6][c:7]1-[c:8]1[cH:9][cH:10][cH:11][c:12]2[c:18]1[O:17][CH2:16][CH2:15][N:14]([C:19](=[O:20])[O:21][C:22]([CH3:23])([CH3:24])[CH3:25])[CH2:13]2. Starting materials: Cl.CN(CCCN=C=NCC)C (N-(3-dimethylaminopropyl)-N′-ethylcarbodiimide hydrochloride), ON1N=NC2=C1C=CC=C2 (1-hydroxybenzotriazole), C(C)N1CCOCC1 (N-ethyl morpholine), ClC1=C(C=CC(=C1)F)CN ([(2-chloro-4-fluorophenyl)methyl]amine), C1(CCCC1)N1[C@H](C(=O)O)CCC1=O (1-Cyclopentyl-5-oxoproline), C(O)([O-])=O.[Na+] (sodium hydrogen carbonate). Solvent: ClCCl (dichloromethane), CN(C=O)C (dimethylformamide). Conditions: time 10 minute. The product is ClC1=C(C=CC(=C1)F)CNC([C@H]1N(C(CC1)=O)C1CCCC1)=O (N-[(2-chloro-4-fluorophenyl)methyl]-1-cyclopentyl-5-oxoprolinamide). As a reaction SMILES: [CH:1]1([N:6]2[C:13](=[O:14])[CH2:12][CH2:11][C@H:7]2[C:8]([OH:10])=O)[CH2:5][CH2:4][CH2:3][CH2:2]1.Cl.CN(C)CCCN=C=NCC.ON1C2C=CC=CC=2N=N1.C(N1CCOCC1)C.[Cl:45][C:46]1[CH:51]=[C:50]([F:52])[CH:49]=[CH:48][C:47]=1[CH2:53][NH2:54].C(=O)([O-])O.[Na+]>ClCCl.CN(C)C=O>[Cl:45][C:46]1[CH:51]=[C:50]([F:52])[CH:49]=[CH:48][C:47]=1[CH2:53][NH:54][C:8](=[O:10])[C@@H:7]1[CH2:11][CH2:12][C:13](=[O:14])[N:6]1[CH:1]1[CH2:2][CH2:3][CH2:4][CH2:5]1 |f:1.2,6.7|. Procedure: 1-Cyclopentyl-5-oxoproline (0.100 g, 0.51 mmol, prepared as described below) was dissolved in a mixture of dichloromethane (2.5 ml) and dimethylformamide (0.5 ml) and to this were added N-(3-dimethylaminopropyl)-N′-ethylcarbodiimide hydrochloride (0.117 g, 0.61 mmol), 1-hydroxybenzotriazole (0.082 g, 0.61 mmol), and N-ethyl morpholine (0.2 ml, 1.52 mmol). The mixture was stirred for 10 minutes and then [(2-chloro-4-fluorophenyl)methyl]amine (0.097 g, 0.61 mmol) was added and the mixture was stir... Starting materials: Nc1ncc(Br)c(Cl)c1[N+](=O)[O-], CCN(C(C)C)C(C)C, CC(C)O, O=C(CN1CCNCC1)Nc1cccnc1. Yields the product Nc1ncc(Br)c(N2CCN(CC(=O)Nc3cccnc3)CC2)c1[N+](=O)[O-]. Reaction SMILES: [Br:1][c:2]1[c:3]([Cl:12])[c:4]([N+:9](=[O:10])[O-:11])[c:5]([NH2:8])[n:6][cH:7]1.[CH:29]([N:30]([CH:31]([CH3:32])[CH3:33])[CH2:34][CH3:35])([CH3:36])[CH3:37].[CH:38]([OH:39])([CH3:40])[CH3:41].[N:13]1([CH2:19][C:20](=[O:21])[NH:22][c:23]2[cH:24][n:25][cH:26][cH:27][cH:28]2)[CH2:14][CH2:15][NH:16][CH2:17][CH2:18]1>>[Br:1][c:2]1[c:3]([N:16]2[CH2:15][CH2:14][N:13]([CH2:19][C:20](=[O:21])[NH:22][c:23]3[cH:24][n:25][cH:26][cH:27][cH:28]3)[CH2:18][CH2:17]2)[c:4]([N+:9](=[O:10])[O-:11])[c:5]([NH2:8])[n:6][cH:7]1.